This data is from the Open Reaction Database (ORD), a public repository of structured organic reaction records. The task is: describe an organic reaction: reactants, conditions, products, and yield The reactants are O=C([O-])[O-], O=C([O-])[O-], CN(C)C=O, N#Cc1ccc(NC(=O)c2ccc(CCl)cc2)cc1, [Cs+], [Cs+], [K+], [K+], CCCc1c(O)ccc(C(C)=O)c1O. The product is CCCc1c(OCc2ccc(C(=O)Nc3ccc(C#N)cc3)cc2)ccc(C(C)=O)c1O. RXN SMILES: [C:34](=[O:35])([O-:36])[O-:37].[C:40](=[O:41])([O-:42])[O-:43].[CH3:46][N:47]([CH3:48])[CH:49]=[O:50].[Cl:1][CH2:2][c:3]1[cH:4][cH:5][c:6]([C:7](=[O:8])[NH:9][c:10]2[cH:11][cH:12][c:13]([C:16]#[N:17])[cH:14][cH:15]2)[cH:18][cH:19]1.[Cs+:44].[Cs+:45].[K+:38].[K+:39].[OH:20][c:21]1[c:22]([C:31]([CH3:32])=[O:33])[cH:23][cH:24][c:25]([OH:30])[c:26]1[CH2:27][CH2:28][CH3:29]>>[CH2:2]([c:3]1[cH:4][cH:5][c:6]([C:7](=[O:8])[NH:9][c:10]2[cH:11][cH:12][c:13]([C:16]#[N:17])[cH:14][cH:15]2)[cH:18][cH:19]1)[O:30][c:25]1[cH:24][cH:23][c:22]([C:31]([CH3:32])=[O:33])[c:21]([OH:20])[c:26]1[CH2:27][CH2:28][CH3:29].